Dataset: the Open Reaction Database (ORD), a public repository of structured organic reaction records. Task: describe an organic reaction: reactants, conditions, products, and yield The reactants are BrC=1C=CC2=C(C(C(O2)O)(C)C)C1 (5-Bromo-3,3-dimethyl-2,3-dihydro-benzofuran-2-ol), C(C)[SiH](CC)CC (Triethylsilane), C(=O)(C(F)(F)F)O.C(Cl)Cl (TFA CH2Cl2). Run in C1(=CC=CC=C1)C (Toluene). The product is BrC=1C=CC2=C(C(CO2)(C)C)C1 (5-Bromo-3,3-dimethyl-2,3-dihydro-benzofuran). RXN SMILES: [Br:1][C:2]1[CH:3]=[CH:4][C:5]2[O:9][CH:8](O)[C:7]([CH3:12])([CH3:11])[C:6]=2[CH:13]=1.C([SiH](CC)CC)C.C(O)(C(F)(F)F)=O.C(Cl)Cl>C1(C)C=CC=CC=1>[Br:1][C:2]1[CH:3]=[CH:4][C:5]2[O:9][CH2:8][C:7]([CH3:11])([CH3:12])[C:6]=2[CH:13]=1 |f:2.3|. Reported procedure: A solution of 5-Bromo-3,3-dimethyl-2,3-dihydro-benzofuran-2-ol (813 mg, 3.36 mmol), Triethylsilane (805 □L, 5.04 mmol), and 30% TFA/CH2Cl2 (15 mL), were stirred at room temperature for 1 h. The solution was then diluted with Toluene (15 mL), stripped of all solvents, and chromatographed on silica eluted with a gradient 5–25% Ethyl acetate/Hexanes. Yield 549 mg, 72%. Product: FC=1C=C2C(C(=CN(C2=CC1N1CCOCC1)C)C(=O)O)=O (6-fluoro-1-methyl-7-morpholino-4-oxo-1,4-dihydro-quinoline-3-carboxylic acid). RXN SMILES: Cl[C:2]1[CH:11]=[C:10]2[C:5]([C:6](=[O:16])[C:7]([C:13]([OH:15])=[O:14])=[CH:8][N:9]2[CH3:12])=[CH:4][C:3]=1[F:17].[NH:18]1[CH2:23][CH2:22][O:21][CH2:20][CH2:19]1>CS(C)=O>[F:17][C:3]1[CH:4]=[C:5]2[C:10](=[CH:11][C:2]=1[N:18]1[CH2:23][CH2:22][O:21][CH2:20][CH2:19]1)[N:9]([CH3:12])[CH:8]=[C:7]([C:13]([OH:15])=[O:14])[C:6]2=[O:16]. Procedure details: 2.55 (0.01 mol) of 7-chloro-6-fluoro-1-methyl-4-oxo-1,4-dihydro-quinoline-3-carboxylic acid, 3.5 cm3 of morpholine (0.01 mol) and 34 cm3 of DMSO were heated at 110° C. for 7 hours, whilst stirring. The reaction product precipitated after heating for 5 hours. After cooling, the mixture was diluted with water (100 cm3) and the solid was filtered off, washed with water and recrystallised from DMF (45 cm3). 1 g of 6-fluoro-1-methyl-7-morpholino-4-oxo-1,4-dihydro-quinoline-3-carboxylic acid, m.p. 316... The solvent is CS(=O)C (DMSO). Reactants: 2.55, ClC1=C(C=C2C(C(=CN(C2=C1)C)C(=O)O)=O)F (7-chloro-6-fluoro-1-methyl-4-oxo-1,4-dihydro-quinoline-3-carboxylic acid), N1CCOCC1 (morpholine). The reactants are NC=1SC=C(N1)C(C(=O)OCC)=NOCC1=CC=C(C=C1)Cl (Ethyl 2-(2-aminothiazol-4-yl)-2-(4-chlorobenzyloxyimino)acetate), [OH-].[Na+] (sodium hydroxide), CN1C=NC=C1 (1-methylimidazole), CO (methanol). The solvent is O1CCCC1 (tetrahydrofuran). Yields the product NC=1SC=C(N1)C(C(=O)O)=NOCC1=CC=C(C=C1)Cl (2-(2-aminothiazol-4-yl)-2-(4-chlorobenzyloxyimino)acetic acid). The yield is 52.2%. Reaction SMILES: [NH2:1][C:2]1[S:3][CH:4]=[C:5]([C:7](=[N:13][O:14][CH2:15][C:16]2[CH:21]=[CH:20][C:19]([Cl:22])=[CH:18][CH:17]=2)[C:8]([O:10]CC)=[O:9])[N:6]=1.[OH-].[Na+].CN1C=CN=C1.CO>O1CCCC1>[NH2:1][C:2]1[S:3][CH:4]=[C:5]([C:7](=[N:13][O:14][CH2:15][C:16]2[CH:21]=[CH:20][C:19]([Cl:22])=[CH:18][CH:17]=2)[C:8]([OH:10])=[O:9])[N:6]=1 |f:1.2|. Procedure: Ethyl 2-(2-aminothiazol-4-yl)-2-(4-chlorobenzyloxyimino)acetate (syn isomer, 21.15 g.), 1N sodium hydroxide aqueous solution (94 ml.), 1-methylimidazole (1.02 g.), methanol (220 ml.) and tetrahydrofuran (150 ml.) were treated in a similar manner to that of Example P-(4) to give 2-(2-aminothiazol-4-yl)-2-(4-chlorobenzyloxyimino)acetic acid (syn isomer, 10.13 g.). The reactants are COC(CSCC1=CC(NC2=CC=C(C=C12)C1=C(C=CC=C1)OC)(C)C)=O ([6-(2-Methoxyphenyl)-2,2-dimethyl-1,2-dihydroquinolin-4-ylmethylsulfanyl]acetic acid methyl ester), BrCC1=CC(NC2=CC=C(C=C12)C1=C(C=CC=C1)OC)(C)C (4-bromomethyl-6-(2-methoxyphenyl)-2,2-dimethyl-1,2-dihydroquinoline), C([O-])([O-])=O.[K+].[K+] (potassium carbonate), SCCC(=O)OC (methyl 3-mercaptopropionate). Product: COC1=C(C=CC=C1)C=1C=C2C(=CC(NC2=CC1)(C)C)CNC1=CC=CC=C1 ([6-(2-methoxyphenyl)-2,2-dimethyl-1,2-dihydroquinolin-4-ylmethyl]phenylamine). As a reaction SMILES: COC(=O)CSCC1[C:16]2[C:11](=[CH:12][CH:13]=[C:14](C3C=CC=CC=3OC)[CH:15]=2)[NH:10]C(C)(C)C=1.Br[CH2:29][C:30]1[C:39]2[C:34](=[CH:35][CH:36]=[C:37]([C:40]3[CH:45]=[CH:44][CH:43]=[CH:42][C:41]=3[O:46][CH3:47])[CH:38]=2)[NH:33][C:32]([CH3:49])([CH3:48])[CH:31]=1.C(=O)([O-])[O-].[K+].[K+].SCCC(OC)=O>>[CH3:47][O:46][C:41]1[CH:42]=[CH:43][CH:44]=[CH:45][C:40]=1[C:37]1[CH:38]=[C:39]2[C:34](=[CH:35][CH:36]=1)[NH:33][C:32]([CH3:49])([CH3:48])[CH:31]=[C:30]2[CH2:29][NH:10][C:11]1[CH:16]=[CH:15][CH:14]=[CH:13][CH:12]=1 |f:2.3.4|. Procedure: [6-(2-Methoxyphenyl)-2,2-dimethyl-1,2-dihydroquinolin-4-ylmethylsulfanyl]acetic acid methyl ester 80 mg of 4-bromomethyl-6-(2-methoxyphenyl)-2,2-dimethyl-1,2-dihydroquinoline, 46 mg of potassium carbonate, and 25 μL of methyl 3-mercaptopropionate reacted to give 14 mg of the title compound as a foam. Reactants: CC=1C(=NC2=CC=CC=C2N1)O (3-methyl-2-quinoxalinol), [N+](#[C-])CC(=O)OC(C)C (isopropyl isocyanoacetate), Compound 5. Product: CC=1C=2N(C3=CC=CC=C3N1)C=NC2C(=O)OC(C)C (Isopropyl 4-methyl-imidazo[1,5-a]quinoxaline-3-carboxylate). Procedure details: M.p. 182°-183° C., from 3-methyl-2-quinoxalinol and isopropyl isocyanoacetate. (Compound 5) RXN SMILES: [CH3:1][C:2]1[C:3](O)=[N:4][C:5]2[C:10]([N:11]=1)=[CH:9][CH:8]=[CH:7][CH:6]=2.[N+:13]([CH2:15][C:16]([O:18][CH:19]([CH3:21])[CH3:20])=[O:17])#[C-:14]>>[CH3:1][C:2]1[C:3]2[N:4]([CH:14]=[N:13][C:15]=2[C:16]([O:18][CH:19]([CH3:21])[CH3:20])=[O:17])[C:5]2[C:10]([N:11]=1)=[CH:9][CH:8]=[CH:7][CH:6]=2. Reactants: BrN1C(CCC1=O)=O (N-Bromosuccinimide), C(C)(C)C=1C=C(C=C(C1)C(C)C)C1=C2C=CCC2=CC=C1C (4-(3,5-diisopropylphenyl)-5-methylindene), O.C1(=CC=C(C=C1)S(=O)(=O)O)C (p-toluene sulfonic acid mono hydrate). Run in O (water), C1(=CC=CC=C1)C (toluene), O (water), CS(=O)C (dimethylsulfoxide). Reaction conditions: time 1 hour. Product: BrC=1CC2=CC=C(C(=C2C1)C1=CC(=CC(=C1)C(C)C)C(C)C)C (2-bromo-4-(3,5-diisopropylphenyl)-5-methylindene). Yield: 101.8%. RXN SMILES: [CH:1]([C:4]1[CH:5]=[C:6]([C:13]2[C:21]([CH3:22])=[CH:20][CH:19]=[C:18]3[C:14]=2[CH:15]=[CH:16][CH2:17]3)[CH:7]=[C:8]([CH:10]([CH3:12])[CH3:11])[CH:9]=1)([CH3:3])[CH3:2].[Br:23]N1C(=O)CCC1=O.O.C1(C)C=CC(S(O)(=O)=O)=CC=1>CS(C)=O.O.C1(C)C=CC=CC=1>[Br:23][C:16]1[CH2:17][C:18]2[C:14]([CH:15]=1)=[C:13]([C:6]1[CH:7]=[C:8]([CH:10]([CH3:12])[CH3:11])[CH:9]=[C:4]([CH:1]([CH3:2])[CH3:3])[CH:5]=1)[C:21]([CH3:22])=[CH:20][CH:19]=2 |f:2.3|. Reported procedure: The obtained 4-(3,5-diisopropylphenyl)-5-methylindene (4.69 g, 15.9 mmol) was dissolved in dimethylsulfoxide (40 mL), and water (1.1 g) was added. N-Bromosuccinimide (NBS)(3.1 g, 17.5 mmol) was added at 5 to 10° C., and after elevating the temperature naturally, reaction solution was stirred for 1 hour at room temperature. Reaction solution was slowly added to mixed solution of toluene and water at room temperature, then, aqueous phase was separated. Organic layer was washed with diluted hydroch...